This data is from the Open Reaction Database (ORD), a public repository of structured organic reaction records. The task is: describe an organic reaction: reactants, conditions, products, and yield The reactants are ClC1=CC=C(C=C1)N1N=C2C(CC1=O)CCCC1=C2C=C(S1)C (2-(4-chlorophenyl)-9-methyl-2,4,4a,5,6,7-hexahydro-3H-thieno[2',3':6,7]cyclohepta[1,2-c]pyridazin-3-one), BrBr (bromine), O (water). Run in C(C)(=O)O (acetic acid). Product: ClC1=CC=C(C=C1)N1N=C2C(=CC1=O)CCCC1=C2C=C(S1)C (2-(4-chlorophenyl)-2,5,6,7-tetrahydro-9-methyl-3H-thieno[2',3':6,7]cyclohepta[1,2-c]pyridazin-3-one). Isolated yield 35.5%. Reaction SMILES: [Cl:1][C:2]1[CH:7]=[CH:6][C:5]([N:8]2[C:13](=[O:14])[CH2:12][CH:11]3[CH2:15][CH2:16][CH2:17][C:18]4[S:22][C:21]([CH3:23])=[CH:20][C:19]=4[C:10]3=[N:9]2)=[CH:4][CH:3]=1.BrBr.O>C(O)(=O)C>[Cl:1][C:2]1[CH:7]=[CH:6][C:5]([N:8]2[C:13](=[O:14])[CH:12]=[C:11]3[CH2:15][CH2:16][CH2:17][C:18]4[S:22][C:21]([CH3:23])=[CH:20][C:19]=4[C:10]3=[N:9]2)=[CH:4][CH:3]=1. Procedure details: To a solution of 3.6 g of 2-(4-chlorophenyl)-9-methyl-2,4,4a,5,6,7-hexahydro-3H-thieno[2',3':6,7]cyclohepta[1,2-c]pyridazin-3-one in 30 ml of acetic acid is added 0.6 ml of bromine at 40° C. with stirring and the reaction mixture is stirred at 40-45° C. for 30 minutes. The mixture is poured into water and the resultant oil is collected by decantation. The crude product is subjected to column chromatography on silica gel and eluted with chloroform to give 1.27 g of 2-(4-chlorophenyl)-2,5,6,7-tetr... The reactants are CC(=O)c1ccc(C#Cc2cnc(C#N)c(Cl)c2)cc1, CCO, [H][H], O=[Pt]. The product is CC(=O)c1ccc(CCc2cnc(C#N)c(Cl)c2)cc1. Reaction SMILES: [C:1]([CH3:2])(=[O:3])[c:4]1[cH:5][cH:6][c:7]([C:10]#[C:11][c:12]2[cH:13][c:14]([Cl:20])[c:15]([C:18]#[N:19])[n:16][cH:17]2)[cH:8][cH:9]1.[CH3:23][CH2:24][OH:25].[H:21][H:22].[Pt:26]=[O:27]>>[C:1]([CH3:2])(=[O:3])[c:4]1[cH:5][cH:6][c:7]([CH2:10][CH2:11][c:12]2[cH:13][c:14]([Cl:20])[c:15]([C:18]#[N:19])[n:16][cH:17]2)[cH:8][cH:9]1. Reactants: S(=O)([O-])S(=O)[O-].[Na+].[Na+] (sodium hydrosulfite), C(C)(=O)OC(C)=O (acetic anhydride), N([O])(S(=O)(=O)[O-])S(=O)(=O)[O-].[K+].[K+] (potassium nitrosodisulfonate), CC1(NC2=C(C(=CC=C2C1)C)C)C (2,3-dihydro-2,2,6,7-tetramethyl-1H-indole). The solvent is O (water), C(=O)O (formic acid), P(=O)([O-])([O-])[O-] (phosphate), CO (methanol). Conditions: time 15 minute. The product is OC=1C=C2CC(N(C2=C(C1C)C)C=O)(C)C (2,3-Dihydro-5-hydroxy-2,2,6,7-tetramethyl-1H-indole-1-carbaldehyde). Isolated yield 46.2%. Reaction SMILES: N(S([O-])(=O)=O)(S([O-])(=O)=O)[O].[K+].[K+].[CH3:13][C:14]1([CH3:25])[CH2:22][C:21]2[C:16](=[C:17]([CH3:24])[C:18]([CH3:23])=[CH:19][CH:20]=2)[NH:15]1.S(S([O-])=O)([O-])=[O:27].[Na+].[Na+].[C:34](OC(=O)C)(=[O:36])C>P([O-])([O-])([O-])=O.CO.O.C(O)=O>[OH:27][C:19]1[CH:20]=[C:21]2[C:16](=[C:17]([CH3:24])[C:18]=1[CH3:23])[N:15]([CH:34]=[O:36])[C:14]([CH3:25])([CH3:13])[CH2:22]2 |f:0.1.2,4.5.6,^1:9|. Procedure details: To a solution of 65% potassium nitrosodisulfonate (14.4 g, 34.9 mmol) in pH 6.86 phosphate buffer (460 mL) was added a solution of 2,3-dihydro-2,2,6,7-tetramethyl-1H-indole (2.91 g, 14.6 mmol) in methanol (80 mL), and the mixture was stirred at room temperature for 15 minutes. The reaction mixture was extracted with ethyl acetate three times, and the combined organic layers were washed with water. This solution was mixed with a solution of sodium hydrosulfite (6.36 g, 36.5 mmol) in water (75 mL)... Starting materials: Cc1nn(C)cc1CN1CCC(c2ccc(C(=O)Nc3ccccc3NC(=O)OC(C)(C)C)cc2)CC1, CCOCC, Cl, [Na+], C1COCCO1, [OH-], O. Yields the product Cc1nn(C)cc1CN1CCC(c2ccc(C(=O)Nc3ccccc3N)cc2)CC1. Reaction SMILES: [CH3:1][n:2]1[n:3][c:4]([CH3:37])[c:5]([CH2:7][N:8]2[CH2:9][CH2:10][CH:11]([c:14]3[cH:15][cH:16][c:17]([C:18](=[O:19])[NH:20][c:21]4[c:22]([NH:27][C:28](=[O:29])[O:30][C:31]([CH3:32])([CH3:33])[CH3:34])[cH:23][cH:24][cH:25][cH:26]4)[cH:35][cH:36]3)[CH2:12][CH2:13]2)[cH:6]1.[CH3:48][CH2:49][O:50][CH2:51][CH3:52].[ClH:38].[Na+:40].[O:41]1[CH2:42][CH2:43][O:44][CH2:45][CH2:46]1.[OH-:39].[OH2:47]>>[CH3:1][n:2]1[n:3][c:4]([CH3:37])[c:5]([CH2:7][N:8]2[CH2:9][CH2:10][CH:11]([c:14]3[cH:15][cH:16][c:17]([C:18](=[O:19])[NH:20][c:21]4[c:22]([NH2:27])[cH:23][cH:24][cH:25][cH:26]4)[cH:35][cH:36]3)[CH2:12][CH2:13]2)[cH:6]1. Reactants: C(CCCCCCCCCCCCCCCCC)O (Stearyl alcohol), C1=CC=C(C=C1)P(C2=CC=CC=C2)C3=CC=CC=C3 (Ph3P), C(Br)(Br)(Br)Br (CBr4). The solvent is C(Cl)Cl (CH2Cl2). Yields the product C(CCCCCCCCCCCCCCCCC)Br (stearyl bromide). Isolated yield 95.5%. Reaction SMILES: [CH2:1](O)[CH2:2][CH2:3][CH2:4][CH2:5][CH2:6][CH2:7][CH2:8][CH2:9][CH2:10][CH2:11][CH2:12][CH2:13][CH2:14][CH2:15][CH2:16][CH2:17][CH3:18].C1C=CC(P(C2C=CC=CC=2)C2C=CC=CC=2)=CC=1.C(Br)(Br)(Br)[Br:40]>C(Cl)Cl>[CH2:1]([Br:40])[CH2:2][CH2:3][CH2:4][CH2:5][CH2:6][CH2:7][CH2:8][CH2:9][CH2:10][CH2:11][CH2:12][CH2:13][CH2:14][CH2:15][CH2:16][CH2:17][CH3:18]. Procedure details: Octadecan-1-ol (1a) (520 mg, 1.92 mmol) and Ph3P (550 mg, 2.10 mmol) were dissolved in CH2Cl2 (25 mL). The mixture was cooled in an ice bath and CBr4 (630 mg, 1.90 mmol) was added with stirring. The mixture was allowed to warm to r.t. and was stirred overnight, then it was concentrated under a stream of N2 and the residue was subjected to flash column chromatography on silica, eluting with hexane, to afford 1-bromooctadecane (2a) (605 mg, 96%) as a waxy solid; mp 26-28° C. Starting materials: [OH-].[K+] (KOH), MnO4−, IC1=CC(=C(C=C1)C)[N+](=O)[O-] (4-iodo-2-nitrotoluene), crude product, CCOC(=O)C (EtOAc). The solvent is CO (MeOH), N1=CC=CC=C1 (pyridine), N1=CC=CC=C1 (pyridine). Reaction conditions: temperature 60 celsius, time 30 minute. Yields the product IC1=CC(=C(C(=O)O)C=C1)[N+](=O)[O-] (4-Iodo-2-nitro-benzoic acid). Reaction SMILES: [I:1][C:2]1[CH:7]=[CH:6]C(C)=[C:4]([N+:9]([O-:11])=[O:10])[CH:3]=1.[OH-].[K+].CC[O:16][C:17]([CH3:19])=[O:18]>N1C=CC=CC=1.CO>[I:1][C:2]1[CH:7]=[CH:6][C:19]([C:17]([OH:16])=[O:18])=[C:4]([N+:9]([O-:11])=[O:10])[CH:3]=1 |f:1.2|. Procedure: In a 1 L three-neck round-bottom flask equipped with an internal thermometer, a reflux condenser, and an addition funnel, Bu4N+MnO4− (124 g, 343 mmol) was dissolved in pyridine (200 mL). The solution was heated to 60° C., and then the heating source was removed. A solution of 4-iodo-2-nitrotoluene (43.0 g, 163 mmol) in pyridine (60 mL) was added through the additional funnel over 2 h. The reaction temperature was maintained at 60° C. by adjusting the addition rate. When the addition was complete... Reactants: FC1=CC=C(C=C1)[C@@H]1CC[C@H](CC1)N1CCNCC1 (trans 1-[4-(4-fluorophenyl)-1-cyclohexyl]piperazine), Cl.ClCC1=NC2=CC=CC=C2C=C1 (2-chloromethylquinoline hydrochloride). Yields the product FC1=CC=C(C=C1)[C@@H]1CC[C@H](CC1)N1CCN(CC1)CC1=NC2=CC=CC=C2C=C1 (Trans 2-{{4-[4-(4-fluorophenyl)-1-cyclohexyl]-1-piperazinyl}methyl]quinoline). The yield is 82.0%. As a reaction SMILES: [F:1][C:2]1[CH:7]=[CH:6][C:5]([C@H:8]2[CH2:13][CH2:12][C@H:11]([N:14]3[CH2:19][CH2:18][NH:17][CH2:16][CH2:15]3)[CH2:10][CH2:9]2)=[CH:4][CH:3]=1.Cl.Cl[CH2:22][C:23]1[CH:32]=[CH:31][C:30]2[C:25](=[CH:26][CH:27]=[CH:28][CH:29]=2)[N:24]=1>>[F:1][C:2]1[CH:7]=[CH:6][C:5]([C@H:8]2[CH2:9][CH2:10][C@H:11]([N:14]3[CH2:15][CH2:16][N:17]([CH2:22][C:23]4[CH:32]=[CH:31][C:30]5[C:25](=[CH:26][CH:27]=[CH:28][CH:29]=5)[N:24]=4)[CH2:18][CH2:19]3)[CH2:12][CH2:13]2)=[CH:4][CH:3]=1 |f:1.2|. Reported procedure: This compound was prepared from trans 1-[4-(4-fluorophenyl)-1-cyclohexyl]piperazine (2.4 mmole) and 2-chloromethylquinoline hydrochloride (2.4 mmole) by the method described in Example 45 to give the product (82%, mp 160-162° C.). Calc'd for C26H30FN3.0.2H2O: C, 76.70%; H, 7.53%; N, 10.32% Found: C, 76.68%; H, 7.49%; N, 10.32%. Reactants: C1CCOC1, Nc1nc(Cl)cc(Oc2ccc3c(C(=O)Nc4cccc(C(F)(F)F)c4)cnn3c2)n1. Yields the product Nc1nccc(Oc2ccc3c(C(=O)Nc4cccc(C(F)(F)F)c4)cnn3c2)n1. As a reaction SMILES: [CH2:32]1[O:33][CH2:34][CH2:35][CH2:36]1.[F:1][C:2]([c:3]1[cH:4][c:5]([NH:9][C:10](=[O:11])[c:12]2[cH:13][n:14][n:15]3[c:16]2[cH:17][cH:18][c:19]([O:21][c:22]2[n:23][c:24]([NH2:29])[n:25][c:26]([Cl:28])[cH:27]2)[cH:20]3)[cH:6][cH:7][cH:8]1)([F:30])[F:31]>>[F:1][C:2]([c:3]1[cH:4][c:5]([NH:9][C:10](=[O:11])[c:12]2[cH:13][n:14][n:15]3[c:16]2[cH:17][cH:18][c:19]([O:21][c:22]2[n:23][c:24]([NH2:29])[n:25][cH:26][cH:27]2)[cH:20]3)[cH:6][cH:7][cH:8]1)([F:30])[F:31].